describe an organic reaction: reactants, conditions, products, and yield From a dataset of the Open Reaction Database (ORD), a public repository of structured organic reaction records. Starting materials: CC(C)(C)OC(=O)N1CCC(c2ccc(F)c(N)c2)CC1, CN(C)c1ccncc1, ClCCl, O=C(O)CCc1ccc(Oc2ccc(F)c(F)c2)cc1, CN(C)C=O, O. Yields the product CC(C)(C)OC(=O)N1CCC(c2ccc(F)c(NC(=O)CCc3ccc(Oc4ccc(F)c(F)c4)cc3)c2)CC1. Reaction SMILES: [C:21]([CH3:22])([CH3:23])([CH3:24])[O:25][C:26](=[O:27])[N:28]1[CH2:29][CH2:30][CH:31]([c:34]2[cH:35][c:36]([NH2:41])[c:37]([F:40])[cH:38][cH:39]2)[CH2:32][CH2:33]1.[CH3:46][N:47]([CH3:48])[c:49]1[cH:50][cH:51][n:52][cH:53][cH:54]1.[Cl:42][CH2:43][Cl:44].[F:1][c:2]1[cH:3][c:4]([O:5][c:6]2[cH:7][cH:8][c:9]([CH2:12][CH2:13][C:14](=[O:15])[OH:16])[cH:10][cH:11]2)[cH:17][cH:18][c:19]1[F:20].[O:55]=[CH:56][N:57]([CH3:58])[CH3:59].[OH2:45]>>[F:1][c:2]1[cH:3][c:4]([O:5][c:6]2[cH:7][cH:8][c:9]([CH2:12][CH2:13][C:14](=[O:16])[NH:41][c:36]3[cH:35][c:34]([CH:31]4[CH2:30][CH2:29][N:28]([C:26]([O:25][C:21]([CH3:22])([CH3:23])[CH3:24])=[O:27])[CH2:33][CH2:32]4)[cH:39][cH:38][c:37]3[F:40])[cH:10][cH:11]2)[cH:17][cH:18][c:19]1[F:20]. Reactants: CC(C)(C)c1ccc(N)cc1, O=C(O)CCn1cnc2ccccc21. The product is CC(C)(C)c1ccc(NC(=O)CCn2cnc3ccccc32)cc1. Reaction SMILES: [C:15]([CH3:16])([CH3:17])([CH3:18])[c:19]1[cH:20][cH:21][c:22]([NH2:23])[cH:24][cH:25]1.[n:1]1([CH2:10][CH2:11][C:12](=[O:13])[OH:14])[cH:2][n:3][c:4]2[c:5]1[cH:6][cH:7][cH:8][cH:9]2>>[n:1]1([CH2:10][CH2:11][C:12](=[O:14])[NH:23][c:22]2[cH:21][cH:20][c:19]([C:15]([CH3:16])([CH3:17])[CH3:18])[cH:25][cH:24]2)[cH:2][n:3][c:4]2[c:5]1[cH:6][cH:7][cH:8][cH:9]2.